This data is from the Open Reaction Database (ORD), a public repository of structured organic reaction records. The task is: describe an organic reaction: reactants, conditions, products, and yield Reactants: CC1=C(C(=C2C(=N1)SC1=C2CCCC1)C1=CC=C(C=C1)CC)CC(=O)OC (methyl [2-methyl-4-(4-ethylphenyl)-5,6,7,8-tetrahydro[1]benzothieno[2,3-b]pyridin-3-yl]acetate), [Li+].C[Si](C)(C)[N-][Si](C)(C)C (LHMDS), C1CCOC1 (THF), ICCC (1-iodopropane). The solvent is CN(C)C=O (DMF). Yields the product CC1=C(C(=C2C(=N1)SC1=C2CCCC1)C1=CC=C(C=C1)CC)C(C(=O)OC)CCC (Methyl 2-[2-methyl-4-(4-ethylphenyl)-5,6,7,8-tetrahydro[1]benzothieno[2,3-b]pyridin-3-yl]pentanoate). Yield: 76.6%. As a reaction SMILES: [CH3:1][C:2]1[N:7]=[C:6]2[S:8][C:9]3[CH2:14][CH2:13][CH2:12][CH2:11][C:10]=3[C:5]2=[C:4]([C:15]2[CH:20]=[CH:19][C:18]([CH2:21][CH3:22])=[CH:17][CH:16]=2)[C:3]=1[CH2:23][C:24]([O:26][CH3:27])=[O:25].[Li+].C[Si]([N-][Si](C)(C)C)(C)C.[CH2:38]1[CH2:42]OC[CH2:39]1.ICCC>CN(C=O)C>[CH3:1][C:2]1[N:7]=[C:6]2[S:8][C:9]3[CH2:14][CH2:13][CH2:12][CH2:11][C:10]=3[C:5]2=[C:4]([C:15]2[CH:16]=[CH:17][C:18]([CH2:21][CH3:22])=[CH:19][CH:20]=2)[C:3]=1[CH:23]([CH2:39][CH2:38][CH3:42])[C:24]([O:26][CH3:27])=[O:25] |f:1.2|. Procedure details: This compound was prepared according to the procedure C from methyl [2-methyl-4-(4-ethylphenyl)-5,6,7,8-tetrahydro[1]benzothieno[2,3-b]pyridin-3-yl]acetate (0.231 g; 0.61 mmol), LHMDS 1N in THF (0.67 mL; 0.67 mmol), 1-iodopropane (0.089 mL; 0.913 mmol) in DMF (2.4 mL) for 18 h. Purification by flash chromatography on silica gel using a gradient of ethyl acetate (3-30%) in heptane furnished 0.197 g (77%) of the title compound as a yellow oil. Starting materials: [N+](=O)([O-])C1=C2CCC(C2=CC=C1)=O (4-nitroindan-1-one), [BH4-].[Na+] (sodium borohydride), [Cl-].[NH4+] (ammonium chloride). Run in C(C)O (ethanol). Reaction conditions: time 3 hour. The product is [N+](=O)([O-])C1=C2CCC(C2=CC=C1)O (4-nitroindan-1-ol). As a reaction SMILES: [N+:1]([C:4]1[CH:12]=[CH:11][CH:10]=[C:9]2[C:5]=1[CH2:6][CH2:7][C:8]2=[O:13])([O-:3])=[O:2].[BH4-].[Na+].[Cl-].[NH4+]>C(O)C>[N+:1]([C:4]1[CH:12]=[CH:11][CH:10]=[C:9]2[C:5]=1[CH2:6][CH2:7][CH:8]2[OH:13])([O-:3])=[O:2] |f:1.2,3.4|. Procedure: To a solution of 4-nitroindan-1-one (0.381 g, 2.15 mmol) in ethanol (5 ml) was added sodium borohydride (0.048 g, 1.29 mmol) at 0° C., and the mixture was stirred at room temperature for 3 hours. Aqueous solution of ammonium chloride was added to the mixture, and extracted with ethyl acetate. The organic layer was dried over MgSO4, filtered, and concentrated under reduced pressure to obtain 4-nitroindan-1-ol. 1H NMR (CDCl3) δ 1.90 (d, J=6.5 Hz, 1H), 2.00-2.07 (m, 1H), 2.56-2.63 (m, 1H), 3.25-3.3... Reactants: [Al], C=CC, C=CCC, C=C, CC(C)C[Al](CC(C)C)CC(C)C, CC(C)=[Zr+2](C1=CC(C(C)(C)C)=CC1C)c1cccc2c1Cc1ccccc1-2, CO, Cc1ccccc1, CCCCCC, [Cl-], [Cl-]. Yields the product C=CC, C=CCC, C=C. Reaction SMILES: [Al:23].[CH2:18]=[CH:19][CH3:20].[CH2:1]=[CH:2][CH2:3][CH3:4].[CH2:21]=[CH2:22].[CH2:5]([CH:6]([CH3:16])[CH3:17])[Al:7]([CH2:8][CH:9]([CH3:10])[CH3:11])[CH2:12][CH:13]([CH3:14])[CH3:15].[CH3:26][C:27](=[Zr+2:28]([C:29]1=[CH:38][C:33]([C:34]([CH3:35])([CH3:36])[CH3:37])=[CH:32][CH:30]1[CH3:31])[c:39]1[c:40]2[c:48]([cH:49][cH:50][cH:51]1)-[c:43]1[c:42]([cH:47][cH:46][cH:45][cH:44]1)[CH2:41]2)[CH3:52].[CH3:53][OH:54].[CH3:55][c:56]1[cH:57][cH:58][cH:59][cH:60][cH:61]1.[CH3:62][CH2:63][CH2:64][CH2:65][CH2:66][CH3:67].[Cl-:24].[Cl-:25]>>[CH2:18]=[CH:19][CH3:20].[CH2:1]=[CH:2][CH2:3][CH3:4].[CH2:5]=[CH2:6]. Starting materials: NCCCN1CCCC1, CC(Oc1nc(-c2cccc(C(=O)O)c2)cnc1N)c1c(Cl)ccc(F)c1Cl. The product is CC(Oc1nc(-c2cccc(C(=O)NCCCN3CCCC3)c2)cnc1N)c1c(Cl)ccc(F)c1Cl. Reaction SMILES: [N:29]1([CH2:34][CH2:35][CH2:36][NH2:37])[CH2:30][CH2:31][CH2:32][CH2:33]1.[NH2:1][c:2]1[n:3][cH:4][c:5](-[c:20]2[cH:21][c:22]([C:23](=[O:24])[OH:25])[cH:26][cH:27][cH:28]2)[n:6][c:7]1[O:8][CH:9]([CH3:10])[c:11]1[c:12]([Cl:19])[c:13]([F:18])[cH:14][cH:15][c:16]1[Cl:17]>>[NH2:1][c:2]1[n:3][cH:4][c:5](-[c:20]2[cH:21][c:22]([C:23](=[O:25])[NH:37][CH2:36][CH2:35][CH2:34][N:29]3[CH2:30][CH2:31][CH2:32][CH2:33]3)[cH:26][cH:27][cH:28]2)[n:6][c:7]1[O:8][CH:9]([CH3:10])[c:11]1[c:12]([Cl:19])[c:13]([F:18])[cH:14][cH:15][c:16]1[Cl:17].